The task is: describe an organic reaction: reactants, conditions, products, and yield. This data is from the Open Reaction Database (ORD), a public repository of structured organic reaction records. Starting materials: COC1OCC(CO1)COC1=C(C(=NC=C1)CS(=O)C1=NC2=C(N1)C=CC=C2)C (2-(((4-((2-methoxy-1,3-dioxan-5-yl)methoxy)-3-methylpyridin-2-yl)methyl)sulfinyl)-1H-benzimidazole), [Na].COC1OCC(CO1)COC1=C(C(=NC=C1)CS(=O)C1=NC2=C(N1)C=CC=C2)C (2-(((4-((2-methoxy-1,3-dioxan-5-yl)methoxy)-3-methylpyridin-2-yl)methyl)sulfinyl)-1H-benzimidazole sodium salt), CC1(OCC(CO1)O)C (2,2-dimethyl-1,3-dioxan-5-ol). Yield: 18.0%. Reported procedure: The same procedure as in the steps (6d), (6e), and (6f) of Example 6 was repeated using 2,2-dimethyl-1,3-dioxan-5-ol obtained in the step (9a) to obtain the title compound (530 mg, total yield: 18%) as a light yellow solid. RXN SMILES: COC1OCC(C[O:10][C:11]2[CH:16]=[CH:15][N:14]=[C:13]([CH2:17][S:18]([C:20]3[NH:24][C:23]4[CH:25]=[CH:26][CH:27]=[CH:28][C:22]=4[N:21]=3)=[O:19])[C:12]=2[CH3:29])CO1.[Na:30].COC1OCC(COC2C=CN=C(CS(C3NC4C=CC=CC=4N=3)=O)C=2C)CO1.[CH3:60][C:61]1([CH3:68])[O:66][CH2:65][CH:64](O)[CH2:63][O:62]1>>[Na:30].[CH3:60][C:61]1([CH3:68])[O:66][CH2:65][CH:64]([O:10][C:11]2[CH:16]=[CH:15][N:14]=[C:13]([CH2:17][S:18]([C:20]3[NH:21][C:22]4[CH:28]=[CH:27][CH:26]=[CH:25][C:23]=4[N:24]=3)=[O:19])[C:12]=2[CH3:29])[CH2:63][O:62]1 |f:1.2,4.5,^1:29,68|. Product: [Na].CC1(OCC(CO1)OC1=C(C(=NC=C1)CS(=O)C1=NC2=C(N1)C=CC=C2)C)C (2-(((4-((2,2-dimethyl-1,3-dioxan-5-yl)oxy)-3-methylpyridin-2-yl)methyl)sulfinyl)-1H-benzimidazole sodium salt).